This data is from the Open Reaction Database (ORD), a public repository of structured organic reaction records. The task is: describe an organic reaction: reactants, conditions, products, and yield Starting materials: C(=O)([O-])[O-].[K+].[K+] (K2CO3), SC1=C(C(=O)NCC=2SC=CC2)C=CC=N1 (2-mercapto-N-(thiophen-2-ylmethyl)nicotinamide), ICCCC1=CC=CC=C1 (1-iodo-3-phenylpropane). The solvent is CN(C)C=O (DMF). Reaction conditions: time 30 minute. The product is C1(=CC=CC=C1)CCCSC1=NC=CC=C1C(=O)NCC=1SC=CC1 (2-(3-phenyl-propylsulfanyl)-N-(thiophen-2-yl-methyl)-pyridine-3-carboxylic acid amide). The yield is 66.7%. Reaction SMILES: C([O-])([O-])=O.[K+].[K+].[SH:7][C:8]1[N:22]=[CH:21][CH:20]=[CH:19][C:9]=1[C:10]([NH:12][CH2:13][C:14]1[S:15][CH:16]=[CH:17][CH:18]=1)=[O:11].I[CH2:24][CH2:25][CH2:26][C:27]1[CH:32]=[CH:31][CH:30]=[CH:29][CH:28]=1>CN(C=O)C>[C:27]1([CH2:26][CH2:25][CH2:24][S:7][C:8]2[C:9]([C:10]([NH:12][CH2:13][C:14]3[S:15][CH:16]=[CH:17][CH:18]=3)=[O:11])=[CH:19][CH:20]=[CH:21][N:22]=2)[CH:32]=[CH:31][CH:30]=[CH:29][CH:28]=1 |f:0.1.2|. Procedure details: 227 mg (1.65 mmol) of K2CO3 were added to a solution of 375 mg (1.5 mmol) of 2-mercapto-N-(thiophen-2-ylmethyl)nicotinamide in DMF (3.5 ml), and stirring was carried out for 30 min at RT. 369 mg (1.5 mmol) of 1-iodo-3-phenylpropane were then added and stirring was carried out for a further 3 d at RT. The mixture was then concentrated in vacuo and the residue was taken up in an EA/water mixture. The organic phase was separated off and the aqueous phase was extracted again with EA. The combined or... Starting materials: CN1CCN(CC1)C1=NC2=C(CN3C1=CC=C3)C=CC=C2 (11-(4-Methyl-1-piperazinyl)-5H-pyrrolo[2,1-c][1,4]benzodiazepine), C(C)(=O)O (acetic acid). Reagents/catalysts: [Zn] (zinc). Run in C(C)O (ethanol). Conditions: temperature 0 celsius. Product: NC1=NC2=C(CN3C1=CC=C3)C=CC=C2 (11-amino-5H-pyrrolo[2,1-c]-[1,4]benzodiazepine). Reaction SMILES: CN1CC[N:5]([C:8]2[C:14]3=[CH:15][CH:16]=[CH:17][N:13]3[CH2:12][C:11]3[CH:18]=[CH:19][CH:20]=[CH:21][C:10]=3[N:9]=2)CC1.C(O)(=O)C>[Zn].C(O)C>[NH2:5][C:8]1[C:14]2=[CH:15][CH:16]=[CH:17][N:13]2[CH2:12][C:11]2[CH:18]=[CH:19][CH:20]=[CH:21][C:10]=2[N:9]=1. Procedure: A mixture of 20 g. of 1-(o-nitrobenzyl)-2-pyrrolecarbonitrile [M. Artico et al.; See Example 1], 50 g. of zinc dust, 40 ml. of glacial acetic acid and 200 ml. of ethanol is stirred at room temperature for about 24 hr. The reaction mixture is filtered to remove unreacted zinc dust and the precipitate is washed with alcohol. The filtrate is chilled to 0° C. and the precipitated zinc salts are removed by filtration; this filtrate is then evaporated to a solid residue which is dissolved in methylene... The reactants are BrCBr, O=C([O-])[O-], [K+], [K+], CN(C)C=O, OCc1cc(S)c(O)cn1. Yields the product OCc1cc2c(cn1)OCS2. Reaction SMILES: [Br:11][CH2:12][Br:13].[C:19](=[O:20])([O-:21])[O-:22].[K+:23].[K+:24].[O:14]=[CH:15][N:16]([CH3:17])[CH3:18].[OH:1][CH2:2][c:3]1[cH:4][c:5]([SH:10])[c:6]([OH:9])[cH:7][n:8]1>>[OH:1][CH2:2][c:3]1[cH:4][c:5]2[c:6]([cH:7][n:8]1)[O:9][CH2:12][S:10]2. Starting materials: CC(C)(C)OC(=O)Nc1ccccc1NC(=O)C=Cc1ccc(C(CCO[Si](C)(C)C(C)(C)C)C(=O)Nc2ccc(Br)cc2)cc1, C1CCOC1. Product: CC(C)(C)OC(=O)Nc1ccccc1NC(=O)C=Cc1ccc(C(CCO)C(=O)Nc2ccc(Br)cc2)cc1. RXN SMILES: [C:1]([CH3:2])([CH3:3])([CH3:4])[O:5][C:6]([NH:7][c:8]1[c:9]([NH:14][C:15]([CH:16]=[CH:17][c:18]2[cH:19][cH:20][c:21]([CH:24]([CH2:25][CH2:26][O:27][Si:28]([C:29]([CH3:30])([CH3:31])[CH3:32])([CH3:33])[CH3:34])[C:35]([NH:36][c:37]3[cH:38][cH:39][c:40]([Br:43])[cH:41][cH:42]3)=[O:44])[cH:22][cH:23]2)=[O:45])[cH:10][cH:11][cH:12][cH:13]1)=[O:46].[CH2:47]1[O:48][CH2:49][CH2:50][CH2:51]1>>[C:1]([CH3:2])([CH3:3])([CH3:4])[O:5][C:6]([NH:7][c:8]1[c:9]([NH:14][C:15]([CH:16]=[CH:17][c:18]2[cH:19][cH:20][c:21]([CH:24]([CH2:25][CH2:26][OH:27])[C:35]([NH:36][c:37]3[cH:38][cH:39][c:40]([Br:43])[cH:41][cH:42]3)=[O:44])[cH:22][cH:23]2)=[O:45])[cH:10][cH:11][cH:12][cH:13]1)=[O:46]. The reactants are OC(=CC(=O)OCC)C (ethyl 3-hydroxybut-2-enoate), ( S )-, IC=1C(=NC=CC1)N[C@H](C)C1CCOCC1 ((R)-3-iodo-N-(1-(tetrahydro-2H-pyran-4-yl)ethyl)pyridin-2-amine), C=1(C(=CC=CC1)O)C1=CC=CC=C1 (biphenyl-2-ol), C([O-])([O-])=O.[Cs+].[Cs+] (cesium carbonate). The reagents and catalysts are [Cu]I (copper(I) iodide). Solvent: C1CCOC1 (THF). Reaction conditions: temperature 100 celsius, time 24 hour. Yields the product product ( S )-, CC1=C(C=2C(=NC=CC2)N1[C@H](C)C1CCOCC1)C(=O)OCC ((R)-ethyl 2-methyl-1-(1-(tetrahydro-2H-pyran-4-yl)ethyl)-1H-pyrrolo[2,3-b]pyridine-3-carboxylate). Yield: 81.0%. Reaction SMILES: I[C:2]1[C:3]([NH:8][C@@H:9]([CH:11]2[CH2:16][CH2:15][O:14][CH2:13][CH2:12]2)[CH3:10])=[N:4][CH:5]=[CH:6][CH:7]=1.C1(C2C=CC=CC=2)C(O)=CC=CC=1.C(=O)([O-])[O-].[Cs+].[Cs+].O[C:37]([CH3:44])=[CH:38][C:39]([O:41][CH2:42][CH3:43])=[O:40]>C1COCC1.[Cu]I>[CH3:44][C:37]1[N:8]([C@@H:9]([CH:11]2[CH2:16][CH2:15][O:14][CH2:13][CH2:12]2)[CH3:10])[C:3]2=[N:4][CH:5]=[CH:6][CH:7]=[C:2]2[C:38]=1[C:39]([O:41][CH2:42][CH3:43])=[O:40] |f:2.3.4|. Reported procedure: A re-sealable vial containing (S)- or (R)-3-iodo-N-(1-(tetrahydro-2H-pyran-4-yl)ethyl)pyridin-2-amine (0.333 g, 1.002 mmol), copper(I) iodide (0.0084 g, 0.044 mmol), biphenyl-2-ol (0.018 g, 0.106 mmol), and cesium carbonate (0.672 g, 2.062 mmol) was diluted with THF (3.5 mL). To the orange mixture was added ethyl 3-hydroxybut-2-enoate (0.25 mL, 1.977 mmol). The resultant blue-green contents were evacuated and purged with N2 (g) (3×). The vial was subsequently sealed and heated to 100° C. After 2... Reactants: CCCC[Sn](CCCC)(CCCC)c1oc(CN2CCN(C)CC2)cc1Br, COc1ccc(Cn2nc(I)c3c(Oc4ccc(N(C(=O)C5(C(N)=O)CC5)c5ccc(F)cc5)cc4F)ccnc32)cc1, CCCC[Sn](CCCC)(CCCC)c1coc(CN2CCN(C)CC2)c1, N#N, C1COCCO1, Cl[Pd]Cl, c1ccc(P(c2ccccc2)c2ccccc2)cc1, c1ccc(P(c2ccccc2)c2ccccc2)cc1. The product is COc1ccc(Cn2nc(-c3coc(CN4CCN(C)CC4)c3)c3c(Oc4ccc(N(C(=O)C5(C(N)=O)CC5)c5ccc(F)cc5)cc4F)ccnc32)cc1. RXN SMILES: [Br:70][c:71]1[cH:72][c:73]([CH2:74][N:75]2[CH2:76][CH2:77][N:78]([CH3:79])[CH2:80][CH2:81]2)[o:82][c:83]1[Sn:84]([CH2:85][CH2:86][CH2:87][CH3:88])([CH2:89][CH2:90][CH2:91][CH3:92])[CH2:93][CH2:94][CH2:95][CH3:96].[CH3:1][O:2][c:3]1[cH:4][cH:5][c:6]([CH2:7][n:8]2[n:9][c:10]([I:41])[c:11]3[c:12]2[n:13][cH:14][cH:15][c:16]3[O:17][c:18]2[c:19]([F:40])[cH:20][c:21]([N:24]([C:25](=[O:26])[C:27]3([C:30](=[O:31])[NH2:32])[CH2:28][CH2:29]3)[c:33]3[cH:34][cH:35][c:36]([F:39])[cH:37][cH:38]3)[cH:22][cH:23]2)[cH:42][cH:43]1.[CH3:44][N:45]1[CH2:46][CH2:47][N:48]([CH2:51][c:52]2[o:53][cH:54][c:55]([Sn:57]([CH2:58][CH2:59][CH2:60][CH3:61])([CH2:62][CH2:63][CH2:64][CH3:65])[CH2:66][CH2:67][CH2:68][CH3:69])[cH:56]2)[CH2:49][CH2:50]1.[N:97]#[N:98].[O:99]1[CH2:100][CH2:101][O:102][CH2:103][CH2:104]1.[Pd:105]([Cl:106])[Cl:107].[c:108]1([P:109]([c:110]2[cH:111][cH:112][cH:113][cH:114][cH:115]2)[c:116]2[cH:117][cH:118][cH:119][cH:120][cH:121]2)[cH:122][cH:123][cH:124][cH:125][cH:126]1.[c:127]1([P:128]([c:129]2[cH:130][cH:131][cH:132][cH:133][cH:134]2)[c:135]2[cH:136][cH:137][cH:138][cH:139][cH:140]2)[cH:141][cH:142][cH:143][cH:144][cH:145]1>>[CH3:1][O:2][c:3]1[cH:4][cH:5][c:6]([CH2:7][n:8]2[n:9][c:10](-[c:55]3[cH:54][o:53][c:52]([CH2:51][N:48]4[CH2:47][CH2:46][N:45]([CH3:44])[CH2:50][CH2:49]4)[cH:56]3)[c:11]3[c:12]2[n:13][cH:14][cH:15][c:16]3[O:17][c:18]2[c:19]([F:40])[cH:20][c:21]([N:24]([C:25](=[O:26])[C:27]3([C:30](=[O:31])[NH2:32])[CH2:28][CH2:29]3)[c:33]3[cH:34][cH:35][c:36]([F:39])[cH:37][cH:38]3)[cH:22][cH:23]2)[cH:42][cH:43]1.